This data is from the Open Reaction Database (ORD), a public repository of structured organic reaction records. The task is: describe an organic reaction: reactants, conditions, products, and yield Product: O.O.O.O.[O-]P([O-])(=O)OP(=O)([O-])O.[Na+].[Ca+2] (calcium sodium pyrophosphate tetrahydrate). Reactants: [Cl-].[Ca+2].[Cl-] (calcium chloride), [O-]P([O-])(=O)OP(=O)([O-])[O-].[Na+].[Na+].[Na+].[Na+] (tetrasodium pyrophosphate). RXN SMILES: [Cl-].[Ca+2:2].[Cl-].[O-:4][P:5]([O:8][P:9]([O-:12])([O-:11])=[O:10])(=[O:7])[O-:6].[Na+:13].[Na+].[Na+].[Na+]>>[OH2:4].[OH2:4].[OH2:4].[OH2:4].[O-:6][P:5]([O:8][P:9]([OH:12])([O-:11])=[O:10])(=[O:4])[O-:7].[Na+:13].[Ca+2:2] |f:0.1.2,3.4.5.6.7,8.9.10.11.12.13.14|. Procedure details: A 25 weight percent aqueous solution of calcium chloride is added to a 15 weight percent aqueous solution of tetrasodium pyrophosphate in a suitable vessel until the pH reaches 7. The acicular crystals of calcium sodium pyrophosphate tetrahydrate are formed. The crystals are filtered, washed thoroughly, and dried at 60° C. The calcium sodium pyrophosphate tetrahydrate is then heated at a temperature within the range of 175° to 200° C for a period of 60 minutes until 3.2 moles of water of hydrati...